From a dataset of the Open Reaction Database (ORD), a public repository of structured organic reaction records. describe an organic reaction: reactants, conditions, products, and yield Reactants: BrCC1CCCCO1, Fc1cccnc1CCl, Cl, O=C1Nc2ccccc2C12COc1cc3c(cc12)OCCO3, O=C1Nc2ccccc2C12COc1cc3c(cc12)CCO3. The product is O=C1N(Cc2ncccc2F)c2ccccc2C12COc1cc3c(cc12)OCCO3. RXN SMILES: [Br:11][CH2:12][CH:13]1[CH2:14][CH2:15][CH2:16][CH2:17][O:18]1.[Cl:2][CH2:3][c:4]1[n:5][cH:6][cH:7][cH:8][c:9]1[F:10].[ClH:1].[NH:19]1[C:20](=[O:40])[C:21]2([CH2:22][O:23][c:24]3[cH:25][c:26]4[c:27]([cH:32][c:33]32)[O:28][CH2:29][CH2:30][O:31]4)[c:34]2[cH:35][cH:36][cH:37][cH:38][c:39]21.[NH:41]1[c:42]2[c:43]([cH:44][cH:45][cH:46][cH:47]2)[C:48]2([CH2:49][O:50][c:51]3[cH:52][c:53]4[c:54]([cH:55][c:56]32)[CH2:57][CH2:58][O:59]4)[C:60]1=[O:61]>>[CH2:3]([c:4]1[n:5][cH:6][cH:7][cH:8][c:9]1[F:10])[N:19]1[C:20](=[O:40])[C:21]2([CH2:22][O:23][c:24]3[cH:25][c:26]4[c:27]([cH:32][c:33]32)[O:28][CH2:29][CH2:30][O:31]4)[c:34]2[cH:35][cH:36][cH:37][cH:38][c:39]21. Starting materials: BrCc1ccccc1, CC(C)(C)OC(=O)n1ccc2c(NC(=O)C3CCNCC3)ccnc21, O=C([O-])[O-], CN(C)C=O, [K+], [K+]. The product is CC(C)(C)OC(=O)n1ccc2c(NC(=O)C3CCN(Cc4ccccc4)CC3)ccnc21. Reaction SMILES: [Br:26][CH2:27][c:28]1[cH:29][cH:30][cH:31][cH:32][cH:33]1.[C:1]([CH3:2])([CH3:3])([CH3:4])[O:5][C:6](=[O:7])[n:8]1[cH:9][cH:10][c:11]2[c:12]1[n:13][cH:14][cH:15][c:16]2[NH:17][C:18](=[O:19])[CH:20]1[CH2:21][CH2:22][NH:23][CH2:24][CH2:25]1.[C:34](=[O:35])([O-:36])[O-:37].[CH3:40][N:41]([CH3:42])[CH:43]=[O:44].[K+:38].[K+:39]>>[C:1]([CH3:2])([CH3:3])([CH3:4])[O:5][C:6](=[O:7])[n:8]1[cH:9][cH:10][c:11]2[c:12]1[n:13][cH:14][cH:15][c:16]2[NH:17][C:18](=[O:19])[CH:20]1[CH2:21][CH2:22][N:23]([CH2:27][c:28]2[cH:29][cH:30][cH:31][cH:32][cH:33]2)[CH2:24][CH2:25]1. The reactants are CC[O-].[Na+] (sodium ethylate), BrC=1C=C(C=O)C=CC1OC (3-bromo-p-anisaldehyde), N(=[N+]=[N-])CC(=O)OCC (ethyl azidoacetate). Run in CCO (EtOH), C(C)O (ethanol). Run at temperature 0 celsius, time 5 hour. Yields the product BrC=1C=C2C=C(NC2=CC1OC)C(=O)OCC (ethyl 5-bromo-6-methoxy-1H-indole-2-carboxylate). Reaction SMILES: CC[O-].[Na+].[Br:5][C:6]1[CH:7]=[C:8]([CH:11]=[CH:12][C:13]=1[O:14][CH3:15])[CH:9]=O.[N:16]([CH2:19][C:20]([O:22][CH2:23][CH3:24])=[O:21])=[N+]=[N-]>CCO>[Br:5][C:6]1[CH:7]=[C:8]2[C:11](=[CH:12][C:13]=1[O:14][CH3:15])[NH:16][C:19]([C:20]([O:22][CH2:23][CH3:24])=[O:21])=[CH:9]2 |f:0.1|. Procedure: A solution of sodium ethylate in ethanol (prepared from sodium (1.92 g; 83.70 mmol) and EtOH (40 mL)) was added dropwise to a cold (−10° C.) solution of 3-bromo-p-anisaldehyde (4 g; 18.60 mmol) and ethyl azidoacetate (ABCR, 27.80 ml; 46.50 mmol) in EtOH (60 mL). After the end of the addition, the reaction mixture was warmed up to 0° C. and stirred at RT for 5 hours. The heterogenous mixture was poured onto ice and stirred for 30 minutes. The solid was collected by filtration and dried under high... Reactants: COCC(CC(=O)OC)=O (methyl 4-methoxy-acetoacetate), N1CCOCC1 (morpholine), N1CCOCC1 (morpholine). Reaction conditions: time 3 hour. The product is COCC(CC(=O)N1CCOCC1)=O (4-Methoxy-1-(morpholin-4-yl)butane-1,3-dione). As a reaction SMILES: [CH3:1][O:2][CH2:3][C:4](=[O:10])[CH2:5][C:6]([O:8]C)=O.[NH:11]1[CH2:16][CH2:15][O:14][CH2:13][CH2:12]1>>[CH3:1][O:2][CH2:3][C:4](=[O:10])[CH2:5][C:6]([N:11]1[CH2:16][CH2:15][O:14][CH2:13][CH2:12]1)=[O:8]. Reported procedure: 0.346 mol (50.5 g) of methyl 4-methoxy-acetoacetate and 0.363 mol (31.6 g) of morpholine was stirred for 20 h at 110° C. in a Dean-Stark apparatus. There were further added 0.069 mol (6.02 g) of morpholine and stirred further 3 hours. Subsequently, the excess starting materials were distilled off on a rotary evaporator. 67.3 g of crude product was chromatographed over 600 g silica gel with ethyl acetate/ethanol 9/1. There were 36.9 g of the title compound.